Dataset: the Open Reaction Database (ORD), a public repository of structured organic reaction records. Task: describe an organic reaction: reactants, conditions, products, and yield Starting materials: CCOC(=O)CC1c2cc(OC)ccc2NC1C, CC(=O)[O-], CCO, Cc1cc(Cl)nc(-c2ccccc2)n1, Cl, [Na+]. Product: CCOC(=O)CC1c2cc(OC)ccc2N(c2cc(C)nc(-c3ccccc3)n2)C1C. RXN SMILES: [CH3:1][O:2][c:3]1[cH:4][c:5]2[c:9]([cH:10][cH:11]1)[NH:8][CH:7]([CH3:12])[CH:6]2[CH2:13][C:14](=[O:15])[O:16][CH2:17][CH3:18].[CH3:35][C:36](=[O:37])[O-:38].[CH3:39][CH2:40][OH:41].[Cl:19][c:20]1[cH:21][c:22]([CH3:32])[n:23][c:24](-[c:26]2[cH:27][cH:28][cH:29][cH:30][cH:31]2)[n:25]1.[ClH:33].[Na+:34]>>[CH3:1][O:2][c:3]1[cH:4][c:5]2[c:9]([cH:10][cH:11]1)[N:8]([c:20]1[cH:21][c:22]([CH3:32])[n:23][c:24](-[c:26]3[cH:27][cH:28][cH:29][cH:30][cH:31]3)[n:25]1)[CH:7]([CH3:12])[CH:6]2[CH2:13][C:14](=[O:15])[O:16][CH2:17][CH3:18]. The reactants are C(C)OC(=O)C=1C(N(C(=C(C1O)CCCC1=CC=CC=C1)C)CC)=O (ethyl 4-hydroxy-6-methyl-2-oxo-5-(3-phenyl-propyl)-1,2dihydro-pyridine-3-carboxylic acid ethyl ester), [OH-].[Na+] (sodium hydroxide), Cl (HCl). Solvent: O (H2O). Yields the product OC1=CC(NC(=C1CCCC1=CC=CC=C1)C)=O (4-hydroxy-6-methyl-5-(3-phenyl-propyl)-1H-pyridin-2-one). As a reaction SMILES: C(OC([C:6]1[C:7](=[O:25])[N:8](CC)[C:9]([CH3:22])=[C:10]([CH2:13][CH2:14][CH2:15][C:16]2[CH:21]=[CH:20][CH:19]=[CH:18][CH:17]=2)[C:11]=1[OH:12])=O)C.[OH-].[Na+].Cl>O>[OH:12][C:11]1[C:10]([CH2:13][CH2:14][CH2:15][C:16]2[CH:17]=[CH:18][CH:19]=[CH:20][CH:21]=2)=[C:9]([CH3:22])[NH:8][C:7](=[O:25])[CH:6]=1 |f:1.2|. Procedure: A mixture of intermediate 24 (0.1 g; 0.003 mol) and sodium hydroxide (0.038 g; 0.0009 mol) in H2O (1.5 ml) was stirred and refluxed for 15 hours, then cooled to 5° C. with HCl 3N. The precipitate was filtered, washed with H2O, then with isopropanol and dried to yield 0.07 g (91%). Starting materials: Cl.N[C@@H](CC(C)C)C(=O)N[C@H](CCSC)C(=O)NCC(=O)N[C@@H](CC1=CC=CC=C1)C(=O)NC1C2CC3CC(CC1C3)C2 (L-leucyl-D-methionylglycyl-N-(2-adamantyl)-L-phenylalaninamide hydrochloride), C([O-])(O)=O.[K+] (potassium bicarbonate). The solvent is O (water). Yields the product N[C@@H](CC(C)C)C(=O)N[C@H](CCSC)C(=O)NCC(=O)N[C@@H](CC1=CC=CC=C1)C(=O)NC1C2CC3CC(CC1C3)C2 (L-leucyl-D-methionylglycyl-N-(2-adamantyl)-L-phenylalaninamide). RXN SMILES: Cl.[NH2:2][C@H:3]([C:8]([NH:10][C@@H:11]([C:16]([NH:18][CH2:19][C:20]([NH:22][C@H:23]([C:31]([NH:33][CH:34]1[CH:41]2[CH2:42][CH:37]3[CH2:38][CH:39]([CH2:43][CH:35]1[CH2:36]3)[CH2:40]2)=[O:32])[CH2:24][C:25]1[CH:30]=[CH:29][CH:28]=[CH:27][CH:26]=1)=[O:21])=[O:17])[CH2:12][CH2:13][S:14][CH3:15])=[O:9])[CH2:4][CH:5]([CH3:7])[CH3:6].C(=O)(O)[O-].[K+]>O>[NH2:2][C@H:3]([C:8]([NH:10][C@@H:11]([C:16]([NH:18][CH2:19][C:20]([NH:22][C@H:23]([C:31]([NH:33][CH:34]1[CH:41]2[CH2:42][CH:37]3[CH2:38][CH:39]([CH2:43][CH:35]1[CH2:36]3)[CH2:40]2)=[O:32])[CH2:24][C:25]1[CH:30]=[CH:29][CH:28]=[CH:27][CH:26]=1)=[O:21])=[O:17])[CH2:12][CH2:13][S:14][CH3:15])=[O:9])[CH2:4][CH:5]([CH3:6])[CH3:7] |f:0.1,2.3|. Procedure: The title product of Example 2 is stirred under argon in water containing a molar excess of potassium bicarbonate. After about one hour the mixture is extracted with dichloromethane, and the organic layer is dried over sodium sulfate, filtered, and concentrated in vacuo to produce the title compound as the free base. Reactants: ClC=1C=CC(=C(C(=O)C2=C(C=CC=C2)F)C1)NCC1OC(OC1)(C)C (5-chloro-2-{[(2,2-dimethyl-1,3-dioxolan-4-yl)-methyl]-amino}-2'-fluorobenzophenone), Cl.NCC(=O)Cl (glycyl chloride hydrochloride). Solvent: C(Cl)(Cl)(Cl)Cl (carbon tetrachloride). Run at temperature 25 celsius, time 1 hour. The product is ClC=1C=CC2=C(C(=NCC(N2CC(CO)O)=O)C2=C(C=CC=C2)F)C1 (7-chloro-1-(2,3-dihydroxypropyl)-5-(2-fluorophenyl)-1,3-dihydro-2H-1,4-benzodiazepin-2-one). As a reaction SMILES: [Cl:1][C:2]1[CH:3]=[CH:4][C:5]([NH:17][CH2:18][CH:19]2[CH2:23][O:22]C(C)(C)[O:20]2)=[C:6]([CH:16]=1)[C:7]([C:9]1[CH:14]=[CH:13][CH:12]=[CH:11][C:10]=1[F:15])=O.Cl.[NH2:27][CH2:28][C:29](Cl)=[O:30]>C(Cl)(Cl)(Cl)Cl>[Cl:1][C:2]1[CH:3]=[CH:4][C:5]2[N:17]([CH2:18][CH:19]([OH:20])[CH2:23][OH:22])[C:29](=[O:30])[CH2:28][N:27]=[C:7]([C:9]3[CH:14]=[CH:13][CH:12]=[CH:11][C:10]=3[F:15])[C:6]=2[CH:16]=1 |f:1.2|. Reported procedure: 1 g of 5-chloro-2-{[(2,2-dimethyl-1,3-dioxolan-4-yl)-methyl]-amino}-2'-fluorobenzophenone are dissolved in 25 ml of absolute carbon tetrachloride, treated with 1.5 g of glycyl chloride hydrochloride and stirred for 1 hour at 25°C. Then the solvent is completely distilled off on a rotary evaporator and the residue is stirred with 25 ml of 3 N hydrochloric acid for 30 minutes. Subsequently the aqueous acidic solution is extracted with ether, made alkaline with 3 N sodium hydroxide or ammonia and e... Starting materials: BrCC#CCBr (1,4-dibromo-2-butyne), C1(CCCCC1)C(C(C)=O)(O[Si](C)(C)C)C1=CC=CC=C1 (1-cyclohexyl-1-phenyl-1-trimethylsilyloxypropan-2-one), Cl (hydrochloric acid), C[Si](N[Si](C)(C)C)(C)C (1,1,1,3,3,3-hexamethyldisilazane), [Li]CCCC (n-BuLi). The solvent is CCOCC (ether), O (Water), C1CCOC1 (THF), CO (methanol), C1CCOC1 (THF), CCOCC (ether), CCOCC (ether), C(C)(=O)O (acetic acid). Conditions: temperature -10 celsius, time 30 minute. Product: C1(CCCCC1)C(C(CCC#CCBr)=O)(C1=CC=CC=C1)O (1-Cyclohexyl-1-hydroxy-1-phenyl-7-bromohept-5-yn-2-one). Isolated yield 61.4%. As a reaction SMILES: C[Si](C)(C)N[Si](C)(C)C.[Li]CCCC.[CH:15]1([C:21]([C:30]2[CH:35]=[CH:34][CH:33]=[CH:32][CH:31]=2)([O:25][Si](C)(C)C)[C:22](=[O:24])[CH3:23])[CH2:20][CH2:19][CH2:18][CH2:17][CH2:16]1.[Br:36][CH2:37][C:38]#[C:39][CH2:40]Br.Cl>C1COCC1.CCOCC.CO.O.C(O)(=O)C>[CH:15]1([C:21]([OH:25])([C:30]2[CH:35]=[CH:34][CH:33]=[CH:32][CH:31]=2)[C:22](=[O:24])[CH2:23][CH2:40][C:39]#[C:38][CH2:37][Br:36])[CH2:20][CH2:19][CH2:18][CH2:17][CH2:16]1. Procedure details: To a dry flask under argon was added 1,1,1,3,3,3-hexamethyldisilazane (11.6 g, 71.6 mmole) and 75 ml of THF. The solution was cooled to -10° C. and n-BuLi (19.8 g, 71.3 mmol) was added directly to the reaction mixture. The solution was stirred at -10° C. for 30 minutes. A solution of 1-cyclohexyl-1-phenyl-1-trimethylsilyloxypropan-2-one (21.99 g, 72.2 mmol) in dry THF (75 ml) was added dropwise over a period of 15 minutes and the reaction mixture was stirred at -10° C. After the solution had sti... The reactants are BrC1=C(C=CC=C1)N1C2=CC=CC=C2C=2C=CC=CC12 (9-(2-bromophenyl)-9H-carbazole), C(CCC)[Li] (butyllithium), BrC1=CC=C(C(=O)C2=CC=C(C=C2)Br)C=C1 (4,4′-dibromobenzophenone). Reagents/catalysts: S(O)(O)(=O)=O (sulfuric acid). The solvent is O1CCCC1 (tetrahydrofuran), C(C)(=O)O (acetic acid). Run at temperature -78 celsius, time 30 minute. Yields the product BrC1=CC=C(C=C1)C1(C=2C=CC=CC2N2C3=C(C=CC=C13)C=1C=CC=CC12)C1=CC=C(C=C1)Br (8,8-bis(4-bromophenyl)-8H-indolo[3,2,1-de]acridine). RXN SMILES: Br[C:2]1[CH:7]=[CH:6][CH:5]=[CH:4][C:3]=1[N:8]1[C:20]2[CH:19]=[CH:18][CH:17]=[CH:16][C:15]=2[C:14]2[C:9]1=[CH:10][CH:11]=[CH:12][CH:13]=2.C([Li])CCC.[Br:26][C:27]1[CH:41]=[CH:40][C:30]([C:31]([C:33]2[CH:38]=[CH:37][C:36]([Br:39])=[CH:35][CH:34]=2)=O)=[CH:29][CH:28]=1>O1CCCC1.C(O)(=O)C.S(=O)(=O)(O)O>[Br:26][C:27]1[CH:41]=[CH:40][C:30]([C:31]2([C:33]3[CH:38]=[CH:37][C:36]([Br:39])=[CH:35][CH:34]=3)[C:19]3[C:20]4=[C:15]([C:14]5[CH:13]=[CH:12][CH:11]=[CH:10][C:9]=5[N:8]4[C:3]4[CH:4]=[CH:5][CH:6]=[CH:7][C:2]2=4)[CH:16]=[CH:17][CH:18]=3)=[CH:29][CH:28]=1. Procedure details: 6.96 g of 9-(2-bromophenyl)-9H-carbazole as the intermediate of Preparation Example 8 was dissolved in 10 mL of purified tetrahydrofuran, and the resulting solution was cooled to −78° C. and 8.64 mL of butyllithium was slowly added dropwise. The mixture was stirred at the same temperature for 30 min, and 6.12 g of 4,4′-dibromobenzophenone was added. The mixture was stirred at the same temperature for 40 min and then further stirred at room temperature for an additional 3 hours. The reaction was ...